This data is from the Open Reaction Database (ORD), a public repository of structured organic reaction records. The task is: describe an organic reaction: reactants, conditions, products, and yield Reactants: CCCC(CCCCCCC(=O)c1cn(CCCC(=O)OCC)c2ccccc12)c1ccc(CC(C)C)cc1, C1COCCO1, CCO, Cl, [Na+], [OH-]. Product: CCCC(CCCCCCC(=O)c1cn(CCCC(=O)O)c2ccccc12)c1ccc(CC(C)C)cc1. Reaction SMILES: [CH2:1]([CH:2]([CH3:3])[CH3:4])[c:5]1[cH:6][cH:7][c:8]([CH:11]([CH2:12][CH2:13][CH2:14][CH2:15][CH2:16][CH2:17][C:18](=[O:19])[c:20]2[cH:21][n:22]([CH2:29][CH2:30][CH2:31][C:32](=[O:33])[O:34][CH2:35][CH3:36])[c:23]3[cH:24][cH:25][cH:26][cH:27][c:28]23)[CH2:37][CH2:38][CH3:39])[cH:9][cH:10]1.[CH2:46]1[O:47][CH2:48][CH2:49][O:50][CH2:51]1.[CH3:43][CH2:44][OH:45].[ClH:42].[Na+:41].[OH-:40]>>[CH2:1]([CH:2]([CH3:3])[CH3:4])[c:5]1[cH:6][cH:7][c:8]([CH:11]([CH2:12][CH2:13][CH2:14][CH2:15][CH2:16][CH2:17][C:18](=[O:19])[c:20]2[cH:21][n:22]([CH2:29][CH2:30][CH2:31][C:32](=[O:33])[OH:34])[c:23]3[cH:24][cH:25][cH:26][cH:27][c:28]23)[CH2:37][CH2:38][CH3:39])[cH:9][cH:10]1. Starting materials: CN1N=CN=C1CC#N (2-(1-methyl-1H-1,2,4-triazol-5-yl)acetonitrile), BrCCBr (1,2-dibromoethane), [H-].[Na+] (sodium hydride), [H-].[Na+] (Sodium hydride). Solvent: CS(=O)C (dimethylsulfoxide), CS(=O)C (dimethylsulfoxide), petroleum ether. Conditions: time 3 hour. Yields the product CN1N=CN=C1C1(CC1)C#N (1-(1-methyl-1H-1,2,4-triazol-5-yl)cyclopropanecarbonitrile). Yield: 64.2%. Reaction SMILES: [H-].[Na+].[CH3:3][N:4]1[C:8]([CH2:9][C:10]#[N:11])=[N:7][CH:6]=[N:5]1.Br[CH2:13][CH2:14]Br>CS(C)=O>[CH3:3][N:4]1[C:8]([C:9]2([C:10]#[N:11])[CH2:14][CH2:13]2)=[N:7][CH:6]=[N:5]1 |f:0.1|. Procedure: Sodium hydride (60% dispersion in mineral oil, 1.06 g, 44.2 mmol) was washed twice with petroleum ether under nitrogen. Then dimethylsulfoxide (10 mL) was added at room temperature. A solution of 2-(1-methyl-1H-1,2,4-triazol-5-yl)acetonitrile (0.9 g, 7.36 mmol) and 1,2-dibromoethane (4.147 g, 22.1 mmol) in dimethylsulfoxide (20 mL) was added dropwise to the sodium hydride suspension over a period of 20 min. The reaction mixture was stirred at room temperature for 3 h. The mixture was partitioned...